Dataset: the Open Reaction Database (ORD), a public repository of structured organic reaction records. Task: describe an organic reaction: reactants, conditions, products, and yield Reactants: CCN=C=NCCCN(C)C, COc1ccc2c(c1)nc(C(F)(F)F)n2-c1cnc(N)cn1, ClC(Cl)Cl, O=C(O)c1c(F)cccc1F. Product: COc1ccc2c(c1)nc(C(F)(F)F)n2-c1cnc(NC(=O)c2c(F)cccc2F)cn1. As a reaction SMILES: [CH2:34]([N:35]=[C:36]=[N:37][CH2:38][CH2:39][CH2:40][N:41]([CH3:42])[CH3:43])[CH3:44].[CH3:1][O:2][c:3]1[cH:4][c:5]2[c:6]([n:7](-[c:14]3[n:15][cH:16][c:17]([NH2:20])[n:18][cH:19]3)[c:8]([C:10]([F:11])([F:12])[F:13])[n:9]2)[cH:21][cH:22]1.[Cl:45][CH:46]([Cl:47])[Cl:48].[F:23][c:24]1[c:25]([C:26](=[O:27])[OH:28])[c:29]([F:33])[cH:30][cH:31][cH:32]1>>[CH3:1][O:2][c:3]1[cH:4][c:5]2[c:6]([n:7](-[c:14]3[n:15][cH:16][c:17]([NH:20][C:26]([c:25]4[c:24]([F:23])[cH:32][cH:31][cH:30][c:29]4[F:33])=[O:27])[n:18][cH:19]3)[c:8]([C:10]([F:11])([F:12])[F:13])[n:9]2)[cH:21][cH:22]1. Reactants: O1COC2=C1C=CC(=C2)C2(CC2)C(=O)NC=2C=C1C=C(NC1=CC2)C(C)(C)C (1-(benzo[d][1,3]dioxol-5-yl)-N-(2-tert-butyl-1H-indol-5-yl)cyclopropanecarboxamide), [H-].[Na+] (NaH), C(C)(=O)Cl (acetyl chloride), O (Water). The solvent is CN(C)C=O.C1CCOC1 (DMF THF), CN(C)C=O (DMF). Conditions: temperature -15 celsius, time 30 minute. Product: C(C)(=O)N1C(=CC2=CC(=CC=C12)NC(=O)C1(CC1)C1=CC2=C(OCO2)C=C1)C(C)(C)C (N-(1-acetyl-2-tert-butyl-1H-indol-5-yl)-1-(benzo[d][1,3]diox ol-5-yl)cyclo-propanecarboxamide). Reaction SMILES: [O:1]1[C:5]2[CH:6]=[CH:7][C:8]([C:10]3([C:13]([NH:15][C:16]4[CH:17]=[C:18]5[C:22](=[CH:23][CH:24]=4)[NH:21][C:20]([C:25]([CH3:28])([CH3:27])[CH3:26])=[CH:19]5)=[O:14])[CH2:12][CH2:11]3)=[CH:9][C:4]=2[O:3][CH2:2]1.[H-].[Na+].[C:31](Cl)(=[O:33])[CH3:32].O>CN(C=O)C.C1COCC1.CN(C=O)C>[C:31]([N:21]1[C:22]2[C:18](=[CH:17][C:16]([NH:15][C:13]([C:10]3([C:8]4[CH:7]=[CH:6][C:5]5[O:1][CH2:2][O:3][C:4]=5[CH:9]=4)[CH2:12][CH2:11]3)=[O:14])=[CH:24][CH:23]=2)[CH:19]=[C:20]1[C:25]([CH3:28])([CH3:27])[CH3:26])(=[O:33])[CH3:32] |f:1.2,5.6|. Procedure details: To a solution of 1-(benzo[d][1,3]dioxol-5-yl)-N-(2-tert-butyl-1H-indol-5-yl)cyclopropanecarboxamide (120 mg, 0.31 mmol) in anhydrous DMF-THF (3.3 mL, 1:9) was added NaH (60% in mineral oil, 49 mg, 1.2 mmol) at room temperature. After 30 min under N2, the suspension was cooled down to −15° C. and a solution of acetyl chloride (1.1 eq.) in DMF (0.5 mL) was added dropwise. The reaction mixture was stirred for 30 min at −15° C. then for 6 h at room temperature. Water (0.5 mL) was added at 0° C., sol... The reactants are ClC1=C2C3=C(C(NC2=NC=C1)=O)C=CC=C3 (1-Chloro-5H-benzo[c][1,8]naphthyridin-6-one), ClC=1C=CC(=C(N)C1)C (5-chloro-2-methylaniline). Yields the product ClC=1C=CC(=C(C1)NC1=C2C3=C(C(NC2=NC=C1)=O)C=CC=C3)C (1-(5-Chloro-2-methyl-phenylamino)-5H-benzo[c][1,8]naphthyridin-6-one). The yield is 78.3%. Reaction SMILES: Cl[C:2]1[CH:11]=[CH:10][N:9]=[C:8]2[C:3]=1[C:4]1[CH:16]=[CH:15][CH:14]=[CH:13][C:5]=1[C:6](=[O:12])[NH:7]2.[Cl:17][C:18]1[CH:19]=[CH:20][C:21]([CH3:25])=[C:22]([CH:24]=1)[NH2:23]>>[Cl:17][C:18]1[CH:19]=[CH:20][C:21]([CH3:25])=[C:22]([NH:23][C:2]2[CH:11]=[CH:10][N:9]=[C:8]3[C:3]=2[C:4]2[CH:16]=[CH:15][CH:14]=[CH:13][C:5]=2[C:6](=[O:12])[NH:7]3)[CH:24]=1. Reported procedure: The title compound was synthesized according to the procedure described for the preparation of Example 188 using Compound 83 (100 mg, 0.43 mmol) and 5-chloro-2-methylaniline (80 mg, 0.56 mmol) to provide 206 (113 mg, 78% yield) as a white solid. LC-MS (M+H=336, obsd.=336). Procedure details: 0.5 mole of 1-n-hexadecyl-2-ethylimidazole and 0.6 mole of n-octyl bromide are dissolved in 250 ml of i-propanol and boiled with reflux for 5 hours. The solvent then is separated and the residue washed with ether. Starting materials: C(CCCCCCCCCCCCCCC)N1C(=NC=C1)CC (1-n-hexadecyl-2-ethylimidazole), C(CCCCCCC)Br (n-octyl bromide). RXN SMILES: [CH2:1]([N:17]1[CH:21]=[CH:20][N:19]=[C:18]1[CH2:22][CH3:23])[CH2:2][CH2:3][CH2:4][CH2:5][CH2:6][CH2:7][CH2:8][CH2:9][CH2:10][CH2:11][CH2:12][CH2:13][CH2:14][CH2:15][CH3:16].[CH2:24]([Br:32])[CH2:25][CH2:26][CH2:27][CH2:28][CH2:29][CH2:30][CH3:31]>C(O)(C)C>[Br-:32].[CH2:1]([N:17]1[CH:21]=[CH:20][N:19]([CH2:24][CH2:25][CH2:26][CH2:27][CH2:28][CH2:29][CH2:30][CH3:31])[CH:18]1[CH2:22][CH3:23])[CH2:2][CH2:3][CH2:4][CH2:5][CH2:6][CH2:7][CH2:8][CH2:9][CH2:10][CH2:11][CH2:12][CH2:13][CH2:14][CH2:15][CH3:16] |f:3.4|. Run in C(C)(C)O (i-propanol). The product is [Br-].C(CCCCCCCCCCCCCCC)N1C(N(C=C1)CCCCCCCC)CC (1-n-hexadecyl-2-ethyl-3-n-octyl-imidazole bromide). The reactants are [Al+3], C1CCOC1, CCOC(=O)CC(c1ccc(Cl)cc1C)c1c[nH]c2c(CSC)cc(F)cc12, Cl, [H-], [H-], [H-], [H-], [Li+]. The product is CSCc1cc(F)cc2c(C(CCO)c3ccc(Cl)cc3C)c[nH]c12. RXN SMILES: [Al+3:30].[CH2:36]1[O:37][CH2:38][CH2:39][CH2:40]1.[Cl:1][c:2]1[cH:3][c:4]([CH3:28])[c:5]([CH:8]([CH2:9][C:10](=[O:11])[O:12][CH2:13][CH3:14])[c:15]2[cH:16][nH:17][c:18]3[c:19]([CH2:25][S:26][CH3:27])[cH:20][c:21]([F:24])[cH:22][c:23]23)[cH:6][cH:7]1.[ClH:35].[H-:29].[H-:32].[H-:33].[H-:34].[Li+:31]>>[Cl:1][c:2]1[cH:3][c:4]([CH3:28])[c:5]([CH:8]([CH2:9][CH2:10][OH:11])[c:15]2[cH:16][nH:17][c:18]3[c:19]([CH2:25][S:26][CH3:27])[cH:20][c:21]([F:24])[cH:22][c:23]23)[cH:6][cH:7]1. The reactants are BrC1=C(C=CC(=C1)Cl)C(C)=O (1-(2-bromo-4-chlorophenyl)ethanone), C(CCC)N(CCCC)CCCC (tributylamine), C(C=C)(=O)OC(C)(C)C (tert-butyl acrylate). Reagents/catalysts: [Pd] (palladium on carbon), CC(=O)[O-].CC(=O)[O-].[Pd+2] (Pd(OAc)2). Run in CN(C)C=O (DMF). Reaction conditions: temperature 100 celsius, time 16 hour. Product: C(C)(=O)C1=C(C=C(C=C1)Cl)/C=C/C(=O)OC(C)(C)C ((E)-tert-butyl 3-(2-acetyl-5-chlorophenyl)acrylate). Isolated yield 63.2%. Reaction SMILES: Br[C:2]1[CH:7]=[C:6]([Cl:8])[CH:5]=[CH:4][C:3]=1[C:9](=[O:11])[CH3:10].C(N(CCCC)CCCC)CCC.[C:25]([O:29][C:30]([CH3:33])([CH3:32])[CH3:31])(=[O:28])[CH:26]=[CH2:27]>CN(C=O)C.[Pd].CC([O-])=O.CC([O-])=O.[Pd+2]>[C:9]([C:3]1[CH:4]=[CH:5][C:6]([Cl:8])=[CH:7][C:2]=1/[CH:27]=[CH:26]/[C:25]([O:29][C:30]([CH3:33])([CH3:32])[CH3:31])=[O:28])(=[O:11])[CH3:10] |f:5.6.7|. Procedure details: To a degassed solution of 1-(2-bromo-4-chlorophenyl)ethanone (1.0 g, 4.28 mmol), tributylamine (2.041 mL, 8.57 mmol), and tert-butyl acrylate (1.255 mL, 8.57 mmol) in DMF (10 mL) was added palladium on carbon (0.456 g, 0.428 mmol) and Pd(OAc)2 (0.096 g, 0.428 mmol). The reaction mixture was warmed to 100° C. After 16 h, the reaction was cooled to rt. The reaction was filtered and the solid was rinsed with DMF. The filtrate was diluted with EtOAc, washed with H2O (2×), brine, dried over Na2SO4, f...